Dataset: the Open Reaction Database (ORD), a public repository of structured organic reaction records. Task: describe an organic reaction: reactants, conditions, products, and yield Starting materials: NC1=C(N(C=C1C1=C(C=C(C=C1C)C)C)C)C(=O)OCC (3-Amino-2-ethoxycarbonyl-1-methyl-4-(2,4,6-trimethylphenyl)-1H-pyrrole), C(=O)N (formamide), O (water). Yields the product CN1C=C(C=2N=CN=C(C21)O)C2=C(C=C(C=C2C)C)C (5-Methyl-7-(2,4,6-trimethylphenyl)-5H-pyrrolo[3,2-d]pyrimidin-4-ol). RXN SMILES: [NH2:1][C:2]1[C:6]([C:7]2[C:12]([CH3:13])=[CH:11][C:10]([CH3:14])=[CH:9][C:8]=2[CH3:15])=[CH:5][N:4]([CH3:16])[C:3]=1[C:17]([O:19]CC)=O.O.[CH:23]([NH2:25])=O>>[CH3:16][N:4]1[C:3]2[C:17]([OH:19])=[N:25][CH:23]=[N:1][C:2]=2[C:6]([C:7]2[C:8]([CH3:15])=[CH:9][C:10]([CH3:14])=[CH:11][C:12]=2[CH3:13])=[CH:5]1. Procedure: A solution of 3-Amino-2-ethoxycarbonyl-1-methyl-4-(2,4,6-trimethylphenyl)-1H-pyrrole (2.0 g, 7 mmol) in 20 mL of formamide was heated at 140° C. for 12 h. After cooling the mixture was poured into water and the resulting solid was collected and washed with more water and dried to afford 5-Methyl-7-(2,4,6-trimethylphenyl)-5H-pyrrolo[3,2-d]pyrimidin-4-ol as a tan solid melting at 230°-232° C. Starting materials: FC(C1=CC=C(C=C1)C1=C(C=NO1)C(=O)O)(F)F (5-(4-trifluoromethylphenyl)isoxazole-4-carboxylic acid), C(C(=O)O)(=O)O.COC1=CC=C(C=C1)C1CNCC1 (3-(4-methoxyphenyl)pyrrolidine oxalat). Procedure: The title compound was prepared from 5-(4-trifluoromethylphenyl)isoxazole-4-carboxylic acid (12.9 mg, 0.050 mmol) and 3-(4-methoxyphenyl)pyrrolidine oxalat (16.0 mg, 0.060 mmol) as described in synthetic method C and thereafter purified by preparative HPLC method B to give a solid (6.5 mg). Calcd for C22H19F3N2O3: 416.1348, found 416.1348. Product: COC1=CC=C(C=C1)C1CN(CC1)C(=O)C=1C=NOC1C1=CC=C(C=C1)C(F)(F)F (4-{[3-(4-methoxyphenyl)pyrrolidin-1-yl]carbonyl}-5-[4-(trifluoromethyl)phenyl]isoxazole), solid. Reaction SMILES: [F:1][C:2]([F:18])([F:17])[C:3]1[CH:8]=[CH:7][C:6]([C:9]2[O:13][N:12]=[CH:11][C:10]=2[C:14]([OH:16])=O)=[CH:5][CH:4]=1.C(O)(=O)C(O)=O.[CH3:25][O:26][C:27]1[CH:32]=[CH:31][C:30]([CH:33]2[CH2:37][CH2:36][NH:35][CH2:34]2)=[CH:29][CH:28]=1>>[CH3:25][O:26][C:27]1[CH:28]=[CH:29][C:30]([CH:33]2[CH2:37][CH2:36][N:35]([C:14]([C:10]3[CH:11]=[N:12][O:13][C:9]=3[C:6]3[CH:5]=[CH:4][C:3]([C:2]([F:1])([F:18])[F:17])=[CH:8][CH:7]=3)=[O:16])[CH2:34]2)=[CH:31][CH:32]=1 |f:1.2|.